This data is from the Open Reaction Database (ORD), a public repository of structured organic reaction records. The task is: describe an organic reaction: reactants, conditions, products, and yield Yields the product CC1(C)Oc2ccc3nc(C(N)=O)ccc3c2C(NCCc2ccccc2)C1O. Starting materials: CC(C)(C)O, [Cl-], [K+], [Na+], [OH-], CC1(C)Oc2ccc3nc(C#N)ccc3c2C(NCCc2ccccc2)C1O. As a reaction SMILES: [C:33]([OH:34])([CH3:35])([CH3:36])[CH3:37].[Cl-:32].[K+:30].[Na+:31].[OH-:29].[OH:1][CH:2]1[CH:3]([NH:20][CH2:21][CH2:22][c:23]2[cH:24][cH:25][cH:26][cH:27][cH:28]2)[c:4]2[c:5]3[cH:6][cH:7][c:8]([C:18]#[N:19])[n:9][c:10]3[cH:11][cH:12][c:13]2[O:14][C:15]1([CH3:16])[CH3:17]>>[OH:1][CH:2]1[CH:3]([NH:20][CH2:21][CH2:22][c:23]2[cH:24][cH:25][cH:26][cH:27][cH:28]2)[c:4]2[c:5]3[cH:6][cH:7][c:8]([C:18]([NH2:19])=[O:29])[n:9][c:10]3[cH:11][cH:12][c:13]2[O:14][C:15]1([CH3:16])[CH3:17]. The reactants are C[O-], CO, Cc1nc(Cl)nc(Cl)c1[N+](=O)[O-], [Na+]. The product is COc1nc(Cl)nc(C)c1[N+](=O)[O-]. RXN SMILES: [CH3:13][O-:14].[CH3:16][OH:17].[Cl:1][c:2]1[n:3][c:4]([CH3:12])[c:5]([N+:9](=[O:10])[O-:11])[c:6]([Cl:8])[n:7]1.[Na+:15]>>[Cl:1][c:2]1[n:3][c:4]([CH3:12])[c:5]([N+:9](=[O:10])[O-:11])[c:6]([O:14][CH3:13])[n:7]1. The reactants are C1(CC1)COC1=C(C=C(C=C1F)C=1OC2=C(N1)C=CC(=C2)OC[C@H](C)NC(OC(C)(C)C)=O)F (tert-butyl ((2S)-1-((2-(4-(cyclopropylmethoxy)-3,5-difluorophenyl)-1,3-benzoxazol-6-yl)oxy)propan-2-yl)carbamate), Cl.C(C)(=O)OCC (hydrogen chloride ethyl acetate). Reaction conditions: time 10 minute. Yields the product C1(CC1)COC1=C(C=C(C=C1F)C=1OC2=C(N1)C=CC(=C2)OC[C@H](C)NC(C)=O)F (N-((2S)-1-((2-(4-(cyclopropylmethoxy)-3,5-difluorophenyl)-1,3-benzoxazol-6-yl)oxy)propan-2-yl)acetamide). RXN SMILES: [CH:1]1([CH2:4][O:5][C:6]2[C:11]([F:12])=[CH:10][C:9]([C:13]3[O:14][C:15]4[CH:21]=[C:20]([O:22][CH2:23][C@@H:24]([NH:26][C:27](=O)[O:28]C(C)(C)C)[CH3:25])[CH:19]=[CH:18][C:16]=4[N:17]=3)=[CH:8][C:7]=2[F:34])[CH2:3][CH2:2]1.Cl.[C:36](OCC)(=O)C>>[CH:1]1([CH2:4][O:5][C:6]2[C:7]([F:34])=[CH:8][C:9]([C:13]3[O:14][C:15]4[CH:21]=[C:20]([O:22][CH2:23][C@@H:24]([NH:26][C:27](=[O:28])[CH3:36])[CH3:25])[CH:19]=[CH:18][C:16]=4[N:17]=3)=[CH:10][C:11]=2[F:12])[CH2:2][CH2:3]1 |f:1.2|. Procedure: To tert-butyl ((2S)-1-((2-(4-(cyclopropylmethoxy)-3,5-difluorophenyl)-1,3-benzoxazol-6-yl)oxy)propan-2-yl)carbamate (2.60 g) was added 4 M hydrogen chloride/ethyl acetate (10 mL), and the mixture was stirred at room temperature for 10 min, and concentrated. To the residue were added pyridine (10 mL) and acetic anhydride (10 mL), and the mixture was stirred at room temperature for 15 min. The reaction mixture was concentrated under reduced pressure, and the residue was dissolved in ethyl acetate/... The reactants are CC(=O)O, O=C1C2CC3CC1CN(C3)C2, Nc1ccc(Cl)nc1, [Na+], [Na+], O=S(=O)([O-])[O-]. The product is Clc1ccc(NC2C3CC4CC2CN(C4)C3)cn1. As a reaction SMILES: [C:27]([OH:28])(=[O:29])[CH3:30].[N:1]12[CH2:2][CH:3]3[C:4](=[O:11])[CH:5]([CH2:6][CH:7]([CH2:8]1)[CH2:9]3)[CH2:10]2.[NH2:12][c:13]1[cH:14][n:15][c:16]([Cl:19])[cH:17][cH:18]1.[Na+:20].[Na+:21].[O-:22][S:23]([O-:24])(=[O:25])=[O:26]>>[N:1]12[CH2:2][CH:3]3[CH:4]([NH:12][c:13]4[cH:14][n:15][c:16]([Cl:19])[cH:17][cH:18]4)[CH:5]([CH2:6][CH:7]([CH2:8]1)[CH2:9]3)[CH2:10]2. The reactants are CN, CCOC(C)=O, O=C(Cl)c1cccc([N+](=O)[O-])c1, C1CCOC1. As a reaction SMILES: [CH3:13][NH2:14].[CH3:20][CH2:21][O:22][C:23](=[O:24])[CH3:25].[N+:1](=[O:2])([O-:3])[c:4]1[cH:5][c:6]([C:7](=[O:8])[Cl:9])[cH:10][cH:11][cH:12]1.[O:15]1[CH2:16][CH2:17][CH2:18][CH2:19]1>>[N+:1](=[O:2])([O-:3])[c:4]1[cH:5][c:6]([C:7](=[O:8])[NH:14][CH3:13])[cH:10][cH:11][cH:12]1. The product is CNC(=O)c1cccc([N+](=O)[O-])c1. Reactants: CCN(CC)c1cccc(O)c1, Cc1ccccc1, COC(=O)CCl, Cl, [O-]c1ccccc1, O. Product: CCN(CC)c1cccc(OCC(=O)OC)c1. As a reaction SMILES: [CH2:1]([CH3:2])[N:3]([c:4]1[cH:5][c:6]([OH:10])[cH:7][cH:8][cH:9]1)[CH2:11][CH3:12].[CH3:27][c:28]1[cH:29][cH:30][cH:31][cH:32][cH:33]1.[Cl:20][CH2:21][C:22](=[O:23])[O:24][CH3:25].[ClH:26].[O-:13][c:14]1[cH:15][cH:16][cH:17][cH:18][cH:19]1.[OH2:34]>>[CH2:1]([CH3:2])[N:3]([c:4]1[cH:5][c:6]([O:10][CH2:21][C:22](=[O:23])[O:24][CH3:25])[cH:7][cH:8][cH:9]1)[CH2:11][CH3:12].